This data is from the Open Reaction Database (ORD), a public repository of structured organic reaction records. The task is: describe an organic reaction: reactants, conditions, products, and yield The reactants are OC1CCCN(C2=C1C=C(C=C2)Cl)C(C2=C(C=C(C=C2)NC(C2=C(C=CC=C2)C)=O)OC)=O (5-Hydroxy-7-chloro-1-[2-methoxy-4-(2-methylbenzoylamino)benzoyl]-2,3,4,5-tetrahydro-1H-benzazepine), CN(C)C1=NC=CC=C1 (dimethylaminopyridine), Cl.CN(C)C1=NC=CC=C1 (dimethylaminopyridine hydrochloride), C(C)(C)(C)OC(=O)N[C@@H](CCSC)C(=O)O (N-tert-butoxycarbonyl-L-methionine), C1(CCCCC1)N=C=NC1CCCCC1 (dicyclohexylcarbodiimide). The solvent is C(Cl)(Cl)Cl (chloroform), C(C)(=O)O (acetic acid), CO (methanol). Conditions: time 3 hour. Product: C(C)(C)(C)OC(=O)N[C@@H](CCSC)C(=O)OC1CCCN(C2=C1C=C(C=C2)Cl)C(C2=C(C=C(C=C2)NC(C2=C(C=CC=C2)C)=O)OC)=O (5-(N-tert-butoxycarbonyl-L-methionyloxy)-7-chloro-1-[2-methoxy-4-(2-methylbenzoylamino)benzoyl]-2,3,4,5-tetrahydro-1H-benzazepine). The yield is 121.2%. RXN SMILES: [OH:1][CH:2]1[C:8]2[CH:9]=[C:10]([Cl:13])[CH:11]=[CH:12][C:7]=2[N:6]([C:14](=[O:33])[C:15]2[CH:20]=[CH:19][C:18]([NH:21][C:22](=[O:30])[C:23]3[CH:28]=[CH:27][CH:26]=[CH:25][C:24]=3[CH3:29])=[CH:17][C:16]=2[O:31][CH3:32])[CH2:5][CH2:4][CH2:3]1.CN(C1C=CC=CN=1)C.Cl.CN(C1C=CC=CN=1)C.[C:53]([O:57][C:58]([NH:60][C@H:61]([C:66](O)=[O:67])[CH2:62][CH2:63][S:64][CH3:65])=[O:59])([CH3:56])([CH3:55])[CH3:54].C1(N=C=NC2CCCCC2)CCCCC1>C(Cl)(Cl)Cl.C(O)(=O)C.CO>[C:53]([O:57][C:58]([NH:60][C@H:61]([C:66]([O:1][CH:2]1[C:8]2[CH:9]=[C:10]([Cl:13])[CH:11]=[CH:12][C:7]=2[N:6]([C:14](=[O:33])[C:15]2[CH:20]=[CH:19][C:18]([NH:21][C:22](=[O:30])[C:23]3[CH:28]=[CH:27][CH:26]=[CH:25][C:24]=3[CH3:29])=[CH:17][C:16]=2[O:31][CH3:32])[CH2:5][CH2:4][CH2:3]1)=[O:67])[CH2:62][CH2:63][S:64][CH3:65])=[O:59])([CH3:56])([CH3:55])[CH3:54] |f:2.3|. Procedure details: 5-Hydroxy-7-chloro-1-[2-methoxy-4-(2-methylbenzoylamino)benzoyl]-2,3,4,5-tetrahydro-1H-benzazepine (0.7 g), dimethylaminopyridine (0.83 g) and dimethylaminopyridine hydrochloride (0.72 g) are dissolved in chloroform (15 ml), and thereto are added N-tert-butoxycarbonyl-L-methionine (0.56 g) and dicyclohexylcarbodiimide (0.93 g), and the mixture is stirred at room temperature for 3 hours. To the mixture are added methanol (3 ml) and acetic acid (0.7 ml), and the mixture is stirred at room temperat... The reactants are [Al+3], [Cl-], [Cl-], [Cl-], COc1ccccc1Cl, C[Si](C)(C)Cl, Clc1ccccc1, Cl, [I-], [Na+], O=C1C=CC(=O)O1, CCOS(=O)(=O)OCC. Yields the product COc1ccc(C(=O)C=CC(=O)O)cc1Cl. RXN SMILES: [Al+3:18].[Cl-:17].[Cl-:19].[Cl-:20].[Cl:21][c:22]1[c:23]([O:28][CH3:29])[cH:24][cH:25][cH:26][cH:27]1.[Cl:33][Si:34]([CH3:35])([CH3:36])[CH3:37].[Cl:38][c:39]1[cH:40][cH:41][cH:42][cH:43][cH:44]1.[ClH:30].[I-:32].[Na+:31].[O:1]=[C:2]1[O:3][C:4](=[O:5])[CH:6]=[CH:7]1.[S:8]([O:9][CH2:10][CH3:11])([O:12][CH2:13][CH3:14])(=[O:15])=[O:16]>>[O:1]=[C:2]([CH:7]=[CH:6][C:4]([OH:3])=[O:5])[c:26]1[cH:25][cH:24][c:23]([O:28][CH3:29])[c:22]([Cl:21])[cH:27]1. Starting materials: solution 1-1, Cl (hydrochloric acid), BrC=1C=C(C=C(C1)Br)C (3,5-dibromotoluene), 1,1-bis(diphenylphosphino)ferrocene dichloropalladium(II) dichloromethane. The solvent is O1CCCC1 (tetrahydrofuran). Run at temperature 57 celsius, time 15 minute. Product: C(CCCCC)C=1C=C(C=C(C1)C)Br (3-n-hexyl-5-methylbromobenzene), compound 1-1. As a reaction SMILES: Br[C:2]1[CH:3]=[C:4]([CH3:9])[CH:5]=[C:6]([Br:8])[CH:7]=1.Cl>O1CCCC1>[CH2:4]([C:2]1[CH:7]=[C:6]([Br:8])[CH:5]=[C:4]([CH3:9])[CH:3]=1)[CH2:3][CH2:2][CH2:7][CH2:6][CH3:5]. Reported procedure: After adding anhydrous tetrahydrofuran (2 L), 3,5-dibromotoluene (477 g, 1.91 mol) and 1,1-bis(diphenylphosphino)ferrocene dichloropalladium(II) dichloromethane complex (Pd(dppf).CH2Cl2, CAS:851232-71-8, 6.24 g, 7.64 mol) in a 6 L flask under an inert gas atmosphere, the mixture was stirred at 57° C. for 15 minutes. Next, solution 1-1 was added dropwise at rate which maintained a temperature of no higher than 60° C., and the mixture was stirred at 57° C. for 2 hours. The reaction mixture was the... The reactants are CCOC(=O)c1cnn(CCOC)c1C(F)(F)F, CO, [Li+], [OH-], O. Yields the product COCCn1ncc(C(=O)O)c1C(F)(F)F. As a reaction SMILES: [CH2:1]([CH3:2])[O:3][C:4](=[O:5])[c:6]1[cH:7][n:8][n:9]([CH2:15][CH2:16][O:17][CH3:18])[c:10]1[C:11]([F:12])([F:13])[F:14].[CH3:21][OH:22].[Li+:19].[OH-:20].[OH2:23]>>[O:3]=[C:4]([OH:5])[c:6]1[cH:7][n:8][n:9]([CH2:15][CH2:16][O:17][CH3:18])[c:10]1[C:11]([F:12])([F:13])[F:14]. Starting materials: C1(CCCC1)\C=C(/CO)\B1OC(C(O1)(C)C)(C)C ((Z)-3-cyclopentyl-2-(4,4,5,5-tetramethyl-[1,3,2]dioxaborolan-2-yl)-prop-2-en-1-ol), BrC=1C=C(SC1)S(=O)(=O)C (4-Bromo-2-methanesulfonyl-thiophene), [F-].[Cs+] (caesium fluoride). The reagents and catalysts are [Pd].C1(=CC=CC=C1)P(C1=CC=CC=C1)C1=CC=CC=C1.C1(=CC=CC=C1)P(C1=CC=CC=C1)C1=CC=CC=C1.C1(=CC=CC=C1)P(C1=CC=CC=C1)C1=CC=CC=C1.C1(=CC=CC=C1)P(C1=CC=CC=C1)C1=CC=CC=C1 (tetrakis-(triphenylphosphin)-palladium(0)). The product is C1(CCCC1)/C=C(/CO)\C1=CSC(=C1)S(=O)(=O)C ((E)-3-Cyclopentyl-2-(5-methanesulfonyl-thiophen-3-yl)-prop-2-en-1-ol). RXN SMILES: [CH:1]1(/[CH:6]=[C:7](/B2OC(C)(C)C(C)(C)O2)\[CH2:8][OH:9])[CH2:5][CH2:4][CH2:3][CH2:2]1.Br[C:20]1[CH:21]=[C:22]([S:25]([CH3:28])(=[O:27])=[O:26])[S:23][CH:24]=1.[F-].[Cs+]>[Pd].C1(P(C2C=CC=CC=2)C2C=CC=CC=2)C=CC=CC=1.C1(P(C2C=CC=CC=2)C2C=CC=CC=2)C=CC=CC=1.C1(P(C2C=CC=CC=2)C2C=CC=CC=2)C=CC=CC=1.C1(P(C2C=CC=CC=2)C2C=CC=CC=2)C=CC=CC=1>[CH:1]1(/[CH:6]=[C:7](\[C:20]2[CH:21]=[C:22]([S:25]([CH3:28])(=[O:27])=[O:26])[S:23][CH:24]=2)/[CH2:8][OH:9])[CH2:2][CH2:3][CH2:4][CH2:5]1 |f:2.3,4.5.6.7.8|. Procedure details: According to method 20b was used (Z)-3-cyclopentyl-2-(4,4,5,5-tetramethyl-[1,3,2]dioxaborolan-2-yl)-prop-2-en-1-ol (252 mg, 1.0 mmol), 4-Bromo-2-methanesulfonyl-thiophene (241 mg, 1.0 mmol), caesium fluoride ( 304 mg, 2.0 mmol) and tetrakis-(triphenylphosphin)-palladium(0) (58 mg, 0.05 mmol) to give 100 mg purified product. MS (m/e): 309.0 (M+Na).